From a dataset of the Open Reaction Database (ORD), a public repository of structured organic reaction records. describe an organic reaction: reactants, conditions, products, and yield Starting materials: OC(CN1C(=CC2=C(C(=CC=C12)C#N)C(F)(F)F)C)C (1-(2-Hydroxypropyl)-2-methyl-4-(trifluoromethyl)-1H-indole-5-carbonitrile), FC1=CC=C(C=N1)O (6-fluoro-3-pyridinol). RXN SMILES: [OH:1][CH:2]([CH3:20])[CH2:3][N:4]1[C:12]2[C:7](=[C:8]([C:15]([F:18])([F:17])[F:16])[C:9]([C:13]#[N:14])=[CH:10][CH:11]=2)[CH:6]=[C:5]1[CH3:19].[F:21][C:22]1[N:27]=[CH:26][C:25](O)=[CH:24][CH:23]=1>>[F:21][C:22]1[N:27]=[CH:26][C:25]([O:1][CH:2]([CH3:20])[CH2:3][N:4]2[C:12]3[C:7](=[C:8]([C:15]([F:18])([F:16])[F:17])[C:9]([C:13]#[N:14])=[CH:10][CH:11]=3)[CH:6]=[C:5]2[CH3:19])=[CH:24][CH:23]=1. Procedure: Synthesized as described in Example 139C using 1-(2-hydroxypropyl)-2-methyl-4-(trifluoromethyl)-1H-indole-5-carbonitrile (Example 335) and 6-fluoro-3-pyridinol: 1H NMR (400 MHz, CDCl3) δ 7.58 (s, 1H), 7.54 (d, J=8.6 Hz, 1H), 7.49 (d, J=8.6 Hz, 1H), 6.94 (m, 1H), 6.71 (m, 1H), 6.56 (s, 1H), 4.57 (m, 1H), 4.40 (m, 1H), 4.30 (m, 1H), 2.54 (s, 3H), 1.43 (d, J=6.1 Hz, 3H); MS (ES) m/z 400 (M+Na). The product is FC1=CC=C(C=N1)OC(CN1C(=CC2=C(C(=CC=C12)C#N)C(F)(F)F)C)C (1-{2-[(6-Fluoro-3-pyridinyl)oxy]propyl}-2-methyl-4-(trifluoromethyl)-1H-indole-5-carbonitrile). Starting materials: ClC1=C2C=CC=NC2=C(C(=C1)S(=O)(=O)NCCCC1=CC=CC=C1)OC (5-chloro-8-methoxy-N-(3-phenylpropyl)-7-quinolinesulfonamide), B(Br)(Br)Br (BBr3). Yields the product Br.ClC1=C2C=CC=NC2=C(C(=C1)S(=O)(=O)NCCCC1=CC=CC=C1)O (5-Chloro-8-hydroxy-N-(3-phenylpropyl)-7-quinolinesulfonamide monohydrobromide). Reaction SMILES: [Cl:1][C:2]1[CH:11]=[C:10]([S:12]([NH:15][CH2:16][CH2:17][CH2:18][C:19]2[CH:24]=[CH:23][CH:22]=[CH:21][CH:20]=2)(=[O:14])=[O:13])[C:9]([O:25]C)=[C:8]2[C:3]=1[CH:4]=[CH:5][CH:6]=[N:7]2.B(Br)(Br)[Br:28]>>[BrH:28].[Cl:1][C:2]1[CH:11]=[C:10]([S:12]([NH:15][CH2:16][CH2:17][CH2:18][C:19]2[CH:20]=[CH:21][CH:22]=[CH:23][CH:24]=2)(=[O:13])=[O:14])[C:9]([OH:25])=[C:8]2[C:3]=1[CH:4]=[CH:5][CH:6]=[N:7]2 |f:2.3|. Procedure details: The title compound is prepared from 5-chloro-8-methoxy-N-(3-phenylpropyl)-7-quinolinesulfonamide, which is the title compound of Preparation 11, and 6 equivalents of BBr3 according to the procedure described in Example 18. Crystallization from CHCl3/acetone/EtOH affords 0.063 g of the title compound as a red-brown solid.